This data is from the Open Reaction Database (ORD), a public repository of structured organic reaction records. The task is: describe an organic reaction: reactants, conditions, products, and yield Product: Cc1ccc2c(c1)CC(N1CCN(CCN3CCOC3=O)CC1)c1cc(Cl)ccc1S2. The reactants are [BH4-], COCCOCCOC, Cc1ccc2c(c1)C=C(N1CCN(CCN3CCOC3=O)CC1)c1cc(Cl)ccc1S2, [Na+], O=C(O)C(=O)O. Reaction SMILES: [BH4-:32].[CH3:40][O:41][CH2:42][CH2:43][O:44][CH2:45][CH2:46][O:47][CH3:48].[Cl:1][c:2]1[cH:3][cH:4][c:5]2[c:6]([cH:31]1)[C:7]([N:17]1[CH2:18][CH2:19][N:20]([CH2:23][CH2:24][N:25]3[C:26](=[O:30])[O:27][CH2:28][CH2:29]3)[CH2:21][CH2:22]1)=[CH:8][c:9]1[c:10]([cH:12][cH:13][c:14]([CH3:16])[cH:15]1)[S:11]2.[Na+:33].[OH:34][C:35]([C:36](=[O:37])[OH:38])=[O:39]>>[Cl:1][c:2]1[cH:3][cH:4][c:5]2[c:6]([cH:31]1)[CH:7]([N:17]1[CH2:18][CH2:19][N:20]([CH2:23][CH2:24][N:25]3[C:26](=[O:30])[O:27][CH2:28][CH2:29]3)[CH2:21][CH2:22]1)[CH2:8][c:9]1[c:10]([cH:12][cH:13][c:14]([CH3:16])[cH:15]1)[S:11]2. The reactants are C(=O)(O)[O-].[Na+] (NaHCO3), ClCC1=CC=C(C(=O)Cl)C=C1 (4-(chloromethyl)benzoyl chloride), NC=1C=C(C=CC1NC(OC(C)(C)C)=O)C1=CC=CC=C1 (1,1-dimethylethyl (3-aminobiphenyl-4-yl)carbamate), CCN(C(C)C)C(C)C (DIPEA). Solvent: C1CCOC1 (THF), C1CCOC1 (THF). Run at time 1 hour. Product: ClCC1=CC=C(C=C1)C(=O)NC=1C=C(C=CC1NC(OC(C)(C)C)=O)C1=CC=CC=C1 (1,1-dimethylethyl [3-({[4-(chloromethyl)phenyl]carbonyl}amino)biphenyl-4-yl]carbamate). RXN SMILES: [Cl:1][CH2:2][C:3]1[CH:11]=[CH:10][C:6]([C:7](Cl)=[O:8])=[CH:5][CH:4]=1.[NH2:12][C:13]1[CH:14]=[C:15]([C:27]2[CH:32]=[CH:31][CH:30]=[CH:29][CH:28]=2)[CH:16]=[CH:17][C:18]=1[NH:19][C:20](=[O:26])[O:21][C:22]([CH3:25])([CH3:24])[CH3:23].CCN(C(C)C)C(C)C.C([O-])(O)=O.[Na+]>C1COCC1>[Cl:1][CH2:2][C:3]1[CH:11]=[CH:10][C:6]([C:7]([NH:12][C:13]2[CH:14]=[C:15]([C:27]3[CH:28]=[CH:29][CH:30]=[CH:31][CH:32]=3)[CH:16]=[CH:17][C:18]=2[NH:19][C:20](=[O:26])[O:21][C:22]([CH3:25])([CH3:24])[CH3:23])=[O:8])=[CH:5][CH:4]=1 |f:3.4|. Procedure: 4-(chloromethyl)benzoyl chloride (12 g, 63.5 mmol) was dissolved in THF (120 mL) and a solution of 1,1-dimethylethyl (3-aminobiphenyl-4-yl)carbamate (19.86 g, 69.8 mmol) and DIPEA (12.2 mL, 69.8 mmol) in THF (300 mL) was added dropwise at room temperature. After stirring for 1 hour, saturated NaHCO3 was added and the products extracted into EtOAc (×2). The combined organic extracts were dried over MgSO4 and concentrated in vacuo. The residue was triturated in Et2O to give 1,1-dimethylethyl [3-({... Starting materials: C(C)(=O)OCC (Ethyl acetate), [Cl-].[NH4+] (ammonium chloride), C(C)C1(C(OC2=CC(=CC=C2C1CC=C)OCOC)=O)C1=CC=C(C=C1)OCOC ((3RS,4RS)-3-ethyl-7-methoxymethoxy-3-(4-methoxymethoxyphenyl)-4-(2-propenyl)chroman-2-one), ice, [H-].[Al+3].[Li+].[H-].[H-].[H-] (lithium aluminum hydride). Solvent: O1CCCC1 (tetrahydrofuran), O1CCCC1 (tetrahydrofuran). Run at time 15 minute. Product: C(C)C(CO)(C(CC=C)C1=C(C=C(C=C1)OCOC)O)C1=CC=C(C=C1)OCOC ((2RS,3RS)-2-ethyl-3-(2-hydroxy-4-methoxymethoxyphenyl)-2-(4-methoxymethoxyphenyl)-5-hexenol). The yield is 100.1%. Reaction SMILES: [CH2:1]([C:3]1([C:21]2[CH:26]=[CH:25][C:24]([O:27][CH2:28][O:29][CH3:30])=[CH:23][CH:22]=2)[CH:12]([CH2:13][CH:14]=[CH2:15])[C:11]2[C:6](=[CH:7][C:8]([O:16][CH2:17][O:18][CH3:19])=[CH:9][CH:10]=2)[O:5][C:4]1=[O:20])[CH3:2].[H-].[Al+3].[Li+].[H-].[H-].[H-].C(OCC)(=O)C.[Cl-].[NH4+]>O1CCCC1>[CH2:1]([C:3]([C:21]1[CH:26]=[CH:25][C:24]([O:27][CH2:28][O:29][CH3:30])=[CH:23][CH:22]=1)([CH:12]([C:11]1[CH:10]=[CH:9][C:8]([O:16][CH2:17][O:18][CH3:19])=[CH:7][C:6]=1[OH:5])[CH2:13][CH:14]=[CH2:15])[CH2:4][OH:20])[CH3:2] |f:1.2.3.4.5.6,8.9|. Reported procedure: A solution of (3RS,4RS)-3-ethyl-7-methoxymethoxy-3-(4-methoxymethoxyphenyl)-4-(2-propenyl)chroman-2-one (9.4 g) in dry tetrahydrofuran (50 ml) was added dropwise to an ice-cold suspension of lithium aluminum hydride (2.2 g) in dry tetrahydrofuran (50 ml) over 25 minutes under nitrogen atmosphere, and the reaction mixture was then stirred on ice for 1 hour and 15 minutes. Ethyl acetate (30 ml) and saturated aqueous ammonium chloride (30 ml) were added to stop the reaction, followed by stirring fo... Starting materials: FC1=CC=C(C=C1)S (4-Fluorothiophenol), BrCCCBr (1,3-dibromo-propane), C(=O)([O-])[O-].[K+].[K+] (K2CO3). Run in CC#N (CH3CN). Yields the product BrCCCSC1=CC=C(C=C1)F (1-(3-Bromo-propylsulfanyl)-4-fluoro-benzene). Reaction SMILES: [F:1][C:2]1[CH:7]=[CH:6][C:5]([SH:8])=[CH:4][CH:3]=1.[Br:9][CH2:10][CH2:11][CH2:12]Br.C([O-])([O-])=O.[K+].[K+]>CC#N>[Br:9][CH2:10][CH2:11][CH2:12][S:8][C:5]1[CH:6]=[CH:7][C:2]([F:1])=[CH:3][CH:4]=1 |f:2.3.4|. Reported procedure: 4-Fluorothiophenol (5.3 ml), 1,3-dibromo-propane (15.3 ml), K2CO3 (14 g) were dissolved in CH3CN (100 ml) and refluxed for 3 h. The insoluble salts were removed, the solvent was evaporated and the residue dissolved in ethyl acetate (70 ml). The solution was extracted with diluted NaOH and water, dried and the solvent evaporated in vacuo. The residue was purified by distillation to yield 8 g of the title compound as a colourless oil. Bp. 150-155° C. @ 20 mmHg. Reactants: C1CCNC1, Cc1ccccc1, CC(COS(C)(=O)=O)N1c2ccc(Cl)cc2Sc2ccc(C#N)cc21. Yields the product CC(CN1CCCC1)N1c2ccc(Cl)cc2Sc2ccc(C#N)cc21. RXN SMILES: [CH2:1]1[CH2:2][CH2:3][NH:4][CH2:5]1.[CH3:31][c:32]1[cH:33][cH:34][cH:35][cH:36][cH:37]1.[CH3:6][S:7]([O:8][CH2:11][CH:12]([CH3:13])[N:14]1[c:15]2[cH:16][cH:17][c:18]([Cl:30])[cH:19][c:20]2[S:21][c:22]2[cH:23][cH:24][c:25]([C:28]#[N:29])[cH:26][c:27]21)(=[O:9])=[O:10]>>[CH2:1]1[CH2:2][CH2:3][N:4]([CH2:11][CH:12]([CH3:13])[N:14]2[c:15]3[cH:16][cH:17][c:18]([Cl:30])[cH:19][c:20]3[S:21][c:22]3[cH:23][cH:24][c:25]([C:28]#[N:29])[cH:26][c:27]32)[CH2:5]1.